Dataset: the Open Reaction Database (ORD), a public repository of structured organic reaction records. Task: describe an organic reaction: reactants, conditions, products, and yield Reactants: C1(CC1)C1=C(CN2C(C=CC3=C2N=C(N=C3)S(=O)C)=O)C=CC=C1 (8-(2-cyclopropylbenzyl)-2-(methylsulfinyl)pyrido[2,3-d]pyrimidin-7(8H)-one), CN1CCN(CC1)C1=CC=C(N)C=C1 (4-(4-methylpiperazino)aniline). Yields the product C1(CC1)C1=C(CN2C(C=CC3=C2N=C(N=C3)NC3=CC=C(C=C3)N3CCN(CC3)C)=O)C=CC=C1 (8-(2-cyclopropylbenzyl)-2-(4-(4-methylpiperazin-1-yl)phenylamino)pyrido[2,3-d]pyrimidin-7(8H)-one). Yield: 29.2%. RXN SMILES: [CH:1]1([C:4]2[CH:24]=[CH:23][CH:22]=[CH:21][C:5]=2[CH2:6][N:7]2[C:12]3[N:13]=[C:14](S(C)=O)[N:15]=[CH:16][C:11]=3[CH:10]=[CH:9][C:8]2=[O:20])[CH2:3][CH2:2]1.[CH3:25][N:26]1[CH2:31][CH2:30][N:29]([C:32]2[CH:38]=[CH:37][C:35]([NH2:36])=[CH:34][CH:33]=2)[CH2:28][CH2:27]1>>[CH:1]1([C:4]2[CH:24]=[CH:23][CH:22]=[CH:21][C:5]=2[CH2:6][N:7]2[C:12]3[N:13]=[C:14]([NH:36][C:35]4[CH:34]=[CH:33][C:32]([N:29]5[CH2:28][CH2:27][N:26]([CH3:25])[CH2:31][CH2:30]5)=[CH:38][CH:37]=4)[N:15]=[CH:16][C:11]=3[CH:10]=[CH:9][C:8]2=[O:20])[CH2:3][CH2:2]1. Reported procedure: 8-(2-cyclopropylbenzyl)-2-(methylsulfinyl)pyrido[2,3-d]pyrimidin-7(8H)-one (80 mg, 0.24 mmol) and 4-(4-methylpiperazino)aniline (45 mg, 0.24 mmol) were stirred at 140° C. for 3 h. After completion, the reaction mixture was purified by silica gel column chromatography using chloroform:methanol (100:3). The crude product was recrystallized from acetonitrile to give the title compound (31 mg, 0.07 mmol, 29%). ESMS m/z 467 (M+H)+; 1H NMR (400 MHz, CDCl3) δ ppm 8.53 (s, 1H), 7.60 (d, J=9.3 Hz, 1H), 7... The reactants are C[C@]12CC[C@H]3[C@H]([C@@H]1CCC2=O)CC=C4[C@@]3(CC[C@@H](C4)O)C (dehydroepiandrosterone), [H-].[Na+] (sodium hydride), C(C1=CC=CC=C1)Cl (benzyl chloride), C[C@]12CC[C@H]3[C@H]([C@@H]1CCC2=O)CC=C4[C@@]3(CC[C@@H](C4)O)C (dehydroepiandrosterone), benzyl ethers. Product: C(C1=CC=CC=C1)OC1CC2=CC[C@H]3[C@@H]4CCC([C@@]4(C)CC[C@@H]3[C@]2(CC1)C)=O (3-benzyloxyandrost-5-en-17-one). Reaction SMILES: [CH3:1][C@@:2]12[C:10](=[O:11])[CH2:9][CH2:8][C@H:7]1[C@@H:6]1[CH2:12][CH:13]=[C:14]3[CH2:19][C@@H:18]([OH:20])[CH2:17][CH2:16][C@:15]3([CH3:21])[C@H:5]1[CH2:4][CH2:3]2.[H-].[Na+].[CH2:24](Cl)[C:25]1[CH:30]=[CH:29][CH:28]=[CH:27][CH:26]=1>>[CH2:24]([O:20][CH:18]1[CH2:17][CH2:16][C@@:15]2([CH3:21])[C:14](=[CH:13][CH2:12][C@@H:6]3[C@@H:5]2[CH2:4][CH2:3][C@@:2]2([CH3:1])[C@H:7]3[CH2:8][CH2:9][C:10]2=[O:11])[CH2:19]1)[C:25]1[CH:30]=[CH:29][CH:28]=[CH:27][CH:26]=1 |f:1.2|. Procedure details: 3β-Benzyloxyandrost-5-en-17β-thiol is obtained starting from dehydroepiandrosterone. The dehydroepiandrosterone is reacted with one equivalent of sodium hydride and benzyl chloride by standard procedures for making benzyl ethers to give 3-benzyloxyandrost-5-en-17-one. This benzyloxy compound is then reacted with Lawesson's reagent (4-methoxyphenylthiophosphine sulfide dimer) according to the procedure described in M. Feiser, "Feiser and Feiser's Reagents for Organic Synthesis", John Wiley & Sons... Starting materials: [H][H] (hydrogen), C(C1=CC=CC=C1)OC=1C=C2C3=C(NC2=CC1)C(OCC3)(CC(=O)O)C (6-benzyloxy-1-methyl-1,3,4,9-tetrahydropyrano[3,4-b]indole-1-acetic acid). Product: OC=1C=C2C3=C(NC2=CC1)C(OCC3)(CC(=O)O)C (6-HYDROXY-1-METHYL-1,3,4,9-TETRAHYDROPYRANO[3,4-b]INDOLE-1-ACETIC ACID). Procedure details: A mixture of 6-benzyloxy-1-methyl-1,3,4,9-tetrahydropyrano[3,4-b]indole-1-acetic acid (5.3 g., 0.015 mole), prepared as described in Example 25, in 250 ml. of anhydrous ethanol, and 1.1 g. of 10% palladium on carbon is stirred at room temperature under a hydrogen atmosphere until no more hydrogen is being taken up by the reaction mixture. The catalyst is removed by filtration through diatomaceous earth (Celite) and the filtrate concentrated. The residue is recrystallized from ethanol-benzene to ... As a reaction SMILES: C([O:8][C:9]1[CH:10]=[C:11]2[C:15](=[CH:16][CH:17]=1)[NH:14][C:13]1[C:18]([CH3:26])([CH2:22][C:23]([OH:25])=[O:24])[O:19][CH2:20][CH2:21][C:12]2=1)C1C=CC=CC=1.[H][H]>[Pd].C(O)C>[OH:8][C:9]1[CH:10]=[C:11]2[C:15](=[CH:16][CH:17]=1)[NH:14][C:13]1[C:18]([CH3:26])([CH2:22][C:23]([OH:25])=[O:24])[O:19][CH2:20][CH2:21][C:12]2=1. Reagents/catalysts: [Pd] (palladium on carbon). Run in C(C)O (ethanol). Product: COC(=O)c1cc(Cl)ccc1NC(=O)COCC(=O)Nc1ccc(-c2ccc(F)cc2)cc1. The reactants are COC(=O)c1cc(Cl)ccc1NC(=O)COCC(=O)O, Nc1ccc(-c2ccc(F)cc2)cc1. As a reaction SMILES: [Cl:15][c:16]1[cH:17][c:18]([C:31](=[O:32])[O:33][CH3:34])[c:19]([NH:22][C:23]([CH2:24][O:25][CH2:26][C:27](=[O:28])[OH:29])=[O:30])[cH:20][cH:21]1.[F:1][c:2]1[cH:3][cH:4][c:5](-[c:8]2[cH:9][cH:10][c:11]([NH2:14])[cH:12][cH:13]2)[cH:6][cH:7]1>>[F:1][c:2]1[cH:3][cH:4][c:5](-[c:8]2[cH:9][cH:10][c:11]([NH:14][C:27]([CH2:26][O:25][CH2:24][C:23]([NH:22][c:19]3[c:18]([C:31](=[O:32])[O:33][CH3:34])[cH:17][c:16]([Cl:15])[cH:21][cH:20]3)=[O:30])=[O:28])[cH:12][cH:13]2)[cH:6][cH:7]1.